This data is from the Open Reaction Database (ORD), a public repository of structured organic reaction records. The task is: describe an organic reaction: reactants, conditions, products, and yield Starting materials: OCCN(C(=O)C1=NC(=NC(=C1OCC1=CC=CC=C1)O)CC1=C(C=CC=C1)C1=C(C=CC=C1)Cl)C (5-Benzyloxy-2-(2′-chloro-biphenyl-2-ylmethyl)-6-hydroxypyrimidine-4-carboxylic acid (2-hydroxyethyl)-methyl-amide), C(C1=CC=CC=C1)OC1=C2N(C(=NC1=O)CC1=C(C=CC=C1)C1=CC=CC=C1)CCN(C2=O)C (9-benzyloxy-6-biphenyl-2-ylmethyl-2-methyl-3,4-dihydro-2H-pyrazino[1,2-c]pyrimidine-1,8-dione). The product is C(C1=CC=CC=C1)OC1=C2N(C(=NC1=O)CC1=C(C=CC=C1)C1=C(C=CC=C1)Cl)CCN(C2=O)C (9-Benzyloxy-6-(2′-chloro-biphenyl-2-ylmethyl)-2-methyl-3,4-dihydro-2H-pyrazino[1,2-c]pyrimidine-1,8-dione). The yield is 52.0%. RXN SMILES: O[CH2:2][CH2:3][N:4]([CH3:36])[C:5]([C:7]1[C:12]([O:13][CH2:14][C:15]2[CH:20]=[CH:19][CH:18]=[CH:17][CH:16]=2)=[C:11]([OH:21])[N:10]=[C:9]([CH2:22][C:23]2[CH:28]=[CH:27][CH:26]=[CH:25][C:24]=2[C:29]2[CH:34]=[CH:33][CH:32]=[CH:31][C:30]=2[Cl:35])[N:8]=1)=[O:6].C(OC1C(=O)N=C(CC2C=CC=CC=2C2C=CC=CC=2)N2CCN(C)C(=O)C=12)C1C=CC=CC=1>>[CH2:14]([O:13][C:12]1[C:11](=[O:21])[N:10]=[C:9]([CH2:22][C:23]2[CH:28]=[CH:27][CH:26]=[CH:25][C:24]=2[C:29]2[CH:34]=[CH:33][CH:32]=[CH:31][C:30]=2[Cl:35])[N:8]2[CH2:2][CH2:3][N:4]([CH3:36])[C:5](=[O:6])[C:7]=12)[C:15]1[CH:20]=[CH:19][CH:18]=[CH:17][CH:16]=1. Reported procedure: 9-Benzyloxy-6-(2′-chloro-biphenyl-2-ylmethyl)-2-methyl-3,4-dihydro-2H-pyrazino[1,2-c]pyrimidine-1,8-dione (11-02) (201 mg, 52.5%) was synthesized as a white solid from 5-benzyloxy-2-(2′-chloro-biphenyl-2-ylmethyl)-6-hydroxypyrimidine-4-carboxylic acid (2-hydroxyethyl)-methyl-amide (10-02) (400 mg, 0.795 mmol) following the procedure as described for 9-benzyloxy-6-biphenyl-2-ylmethyl-2-methyl-3,4-dihydro-2H-pyrazino[1,2-c]pyrimidine-1,8-dione (11-01). Starting materials: 11.3, FC1=CC=C(C=C1)CN1C(=NC2=C1C=CC=C2)CC2CCN(CC2)CCNC2=NC=NC=C2N (N4 -[2-[4-[[1-[(4-fluorophenyl)methyl]-1H-benzimidazol-2-yl]methyl]-1-piperidinyl]ethyl]-4,5-pyrimidinediamine), C(=S)=S (carbon disulfide), CN(C=O)C (N,N-dimethylformamide). Solvent: O (water). Reaction conditions: time 8 hour. The product is FC1=CC=C(C=C1)CN1C(=NC2=C1C=CC=C2)CC2CCN(CC2)CCN2C1=NC=NC=C1N=C2S (9-[2-[4-[[1-[(4-fluorophenyl)methyl]-1H-benzimidazol-2-yl]methyl]-1-piperidinyl]ethyl]-9H-purine-8-thiol). The yield is 40.0%. As a reaction SMILES: [F:1][C:2]1[CH:7]=[CH:6][C:5]([CH2:8][N:9]2[C:13]3[CH:14]=[CH:15][CH:16]=[CH:17][C:12]=3[N:11]=[C:10]2[CH2:18][CH:19]2[CH2:24][CH2:23][N:22]([CH2:25][CH2:26][NH:27][C:28]3[C:33]([NH2:34])=[CH:32][N:31]=[CH:30][N:29]=3)[CH2:21][CH2:20]2)=[CH:4][CH:3]=1.[C:35](=S)=[S:36].CN(C)C=O>O>[F:1][C:2]1[CH:3]=[CH:4][C:5]([CH2:8][N:9]2[C:13]3[CH:14]=[CH:15][CH:16]=[CH:17][C:12]=3[N:11]=[C:10]2[CH2:18][CH:19]2[CH2:24][CH2:23][N:22]([CH2:25][CH2:26][N:27]3[C:35]([SH:36])=[N:34][C:33]4[C:28]3=[N:29][CH:30]=[N:31][CH:32]=4)[CH2:21][CH2:20]2)=[CH:6][CH:7]=1. Procedure: A mixture of 11.3 parts of N4 -[2-[4-[[1-[(4-fluorophenyl)methyl]-1H-benzimidazol-2-yl]methyl]-1-piperidinyl]ethyl]-4,5-pyrimidinediamine, 3.75 parts of carbon disulfide and 117 parts of N,N-dimethylformamide was stirred overnight at room temperature. The reaction mixture was poured into water. The product was extracted with dichloromethane. The extract was dried, filtered and evaporated. The residue was purified by column chromatography over silica gel using a mixture of trichloromethane and me...